The task is: describe an organic reaction: reactants, conditions, products, and yield. This data is from the Open Reaction Database (ORD), a public repository of structured organic reaction records. Starting materials: C(O)([O-])=O.[K+] (Potassium hydrogen carbonate), C1(=CC=CC=C1)S(=O)(=O)NC=1C=C(C=CC1)[C@H](CNC(CCN1C=CC2=CC(=CC=C12)C(=O)O)(C)C)O (1-{3-[(R)-2-[3-(phenylsulphonylamino)-phenyl]-2-hydroxy-ethylamino]-3-methyl-butyl}-1H-indole-5-carboxylic acid), ClCC(=O)N(C)C (2-chloro-N,N-dimethylacetamide). Run in O (water), CN(C)C=O (DMF). Conditions: time 20 minute. Yields the product C1(=CC=CC=C1)S(=O)(=O)NC=1C=C(C=CC1)[C@H](CNC(CCN1C=CC2=CC(=CC=C12)C(=O)OCC(N(C)C)=O)(C)C)O ((Dimethylcarbamoylmethyl) 1-{3-[(R)-2-[3-(phenylsulphonylamino)-phenyl]-2-hydroxy-ethylamino]-3-methyl-butyl}-1H-indole-5-carboxylate). As a reaction SMILES: C(=O)([O-])O.[K+].[C:6]1([S:12]([NH:15][C:16]2[CH:17]=[C:18]([C@@H:22]([OH:42])[CH2:23][NH:24][C:25]([CH3:41])([CH3:40])[CH2:26][CH2:27][N:28]3[C:36]4[C:31](=[CH:32][C:33]([C:37]([OH:39])=[O:38])=[CH:34][CH:35]=4)[CH:30]=[CH:29]3)[CH:19]=[CH:20][CH:21]=2)(=[O:14])=[O:13])[CH:11]=[CH:10][CH:9]=[CH:8][CH:7]=1.Cl[CH2:44][C:45]([N:47]([CH3:49])[CH3:48])=[O:46]>CN(C=O)C.O>[C:6]1([S:12]([NH:15][C:16]2[CH:17]=[C:18]([C@@H:22]([OH:42])[CH2:23][NH:24][C:25]([CH3:40])([CH3:41])[CH2:26][CH2:27][N:28]3[C:36]4[C:31](=[CH:32][C:33]([C:37]([O:39][CH2:44][C:45](=[O:46])[N:47]([CH3:49])[CH3:48])=[O:38])=[CH:34][CH:35]=4)[CH:30]=[CH:29]3)[CH:19]=[CH:20][CH:21]=2)(=[O:14])=[O:13])[CH:11]=[CH:10][CH:9]=[CH:8][CH:7]=1 |f:0.1|. Procedure: Potassium hydrogen carbonate (141 mg, 1.4 mmol) is added to a solution of 1-{3-[(R)-2-[3-(phenylsulphonylamino)-phenyl]-2-hydroxy-ethylamino]-3-methyl-butyl}-1H-indole-5-carboxylic acid-hydrotrifluoroacetate (Example 6; 300 mg, 0.47 mmol) in 2 ml DMF. Then the reaction mixture is stirred for 20 minutes at RT and 2-chloro-N,N-dimethylacetamide (143 mg, 1.18 mmol) is added. After 90 hours stirring at RT the reaction mixture is diluted with 50 ml of water and extracted with ethyl acetate. The organ... Reactants: CC(Nc1nc(Cl)ncc1Br)C(C)(C)O, CC#N, Cl, CS(=N)(=O)c1cccc(N)c1, C1COCCO1. The product is CC(Nc1nc(Nc2cccc(S(C)(=N)=O)c2)ncc1Br)C(C)(C)O. As a reaction SMILES: [Br:1][c:2]1[c:3]([NH:9][CH:10]([C:11]([CH3:12])([OH:13])[CH3:14])[CH3:15])[n:4][c:5]([Cl:8])[n:6][cH:7]1.[CH3:28][C:29]#[N:30].[ClH:27].[NH2:16][c:17]1[cH:18][c:19]([S:23](=[O:24])(=[NH:25])[CH3:26])[cH:20][cH:21][cH:22]1.[O:31]1[CH2:32][CH2:33][O:34][CH2:35][CH2:36]1>>[Br:1][c:2]1[c:3]([NH:9][CH:10]([C:11]([CH3:12])([OH:13])[CH3:14])[CH3:15])[n:4][c:5]([NH:16][c:17]2[cH:18][c:19]([S:23](=[O:24])(=[NH:25])[CH3:26])[cH:20][cH:21][cH:22]2)[n:6][cH:7]1. The reactants are ClC1=NC(=CC=C1)OC1=CC(=CC=C1)C(F)(F)F (2-chloro-6-[3-(trifluoromethyl)phenoxy]pyridine), FC1=CC=C(N)C=C1 (4-fluoroaniline), C([O-])([O-])=O.[Na+].[Na+] (sodium carbonate), COC1=CC=C(C=C1)P(C1=CC=C(C=C1)OC)C1=CC=C(C=C1)OC (tris(4-methoxyphenyl)phosphine). The reagents and catalysts are C(C)(=O)[O-].[Pd+2].C(C)(=O)[O-] (palladium(II) acetate). The solvent is CC1CCCCC1 (methylcyclohexane), CC1CCCCC1 (methylcyclohexane). Run at temperature 80 celsius. The product is FC1=CC=C(C=C1)NC(=O)C1=NC(=CC=C1)OC1=CC(=CC=C1)C(F)(F)F (N-(4-Fluorophenyl)-6-[3-(trifluoromethyl)phenoxy]pyridine-2-carboxamide). RXN SMILES: Cl[C:2]1[CH:7]=[CH:6][CH:5]=[C:4]([O:8][C:9]2[CH:14]=[CH:13][CH:12]=[C:11]([C:15]([F:18])([F:17])[F:16])[CH:10]=2)[N:3]=1.[F:19][C:20]1[CH:26]=[CH:25][C:23]([NH2:24])=[CH:22][CH:21]=1.[C:27](=O)([O-])[O-:28].[Na+].[Na+].COC1C=CC(P(C2C=CC(OC)=CC=2)C2C=CC(OC)=CC=2)=CC=1>CC1CCCCC1.C([O-])(=O)C.[Pd+2].C([O-])(=O)C>[F:19][C:20]1[CH:26]=[CH:25][C:23]([NH:24][C:27]([C:2]2[CH:7]=[CH:6][CH:5]=[C:4]([O:8][C:9]3[CH:14]=[CH:13][CH:12]=[C:11]([C:15]([F:18])([F:17])[F:16])[CH:10]=3)[N:3]=2)=[O:28])=[CH:22][CH:21]=1 |f:2.3.4,7.8.9|. Reported procedure: Analogously to Example 4, 6.84 g (25 mmol) of 2-chloro-6-[3-(trifluoromethyl)phenoxy]pyridine, 3.33 g (30 mmol) of 4-fluoroaniline, 2.92 g (27.5 mmol) of sodium carbonate, 5.6 mg (25 μmol) of palladium(II) acetate and 260 mg (0.75 mmol) of tris(4-methoxyphenyl)phosphine in 25 ml of methylcyclohexane were reacted under a CO pressure of 7.5 bar for 20 hours. After cooling to 80° C., the reaction mixture was diluted with 65 ml of warm methylcyclohexane. The salts were filtered off and washed with 1... Starting materials: [H-], O=C(Oc1ccc([N+](=O)[O-])cc1)N1CC(Oc2ccc(-c3ccccc3F)cn2)C1, [Na+], CN(C)C=O, Nc1ccnnc1. Yields the product O=C(Nc1ccnnc1)N1CC(Oc2ccc(-c3ccccc3F)cn2)C1. As a reaction SMILES: [H-:8].[N+:10]([c:11]1[cH:12][cH:13][c:14]([O:19][C:20](=[O:15])[N:22]2[CH2:23][CH:24]([O:26][c:27]3[n:28][cH:29][c:30](-[c:33]4[c:34]([F:39])[cH:35][cH:36][cH:37][cH:38]4)[cH:31][cH:32]3)[CH2:25]2)[cH:16][cH:17]1)([O-:18])=[O:21].[Na+:9].[O:40]=[CH:41][N:42]([CH3:43])[CH3:44].[n:1]1[n:2][cH:3][c:4]([NH2:7])[cH:5][cH:6]1>>[n:1]1[n:2][cH:3][c:4]([NH:7][C:20](=[O:19])[N:22]2[CH2:23][CH:24]([O:26][c:27]3[n:28][cH:29][c:30](-[c:33]4[c:34]([F:39])[cH:35][cH:36][cH:37][cH:38]4)[cH:31][cH:32]3)[CH2:25]2)[cH:5][cH:6]1. Starting materials: ClCCCl, COc1ccc(CN)cc1OC, CN1CCOCC1, Cc1cc(Cl)cc(-c2cnc(N3CCOCC3)c(C(=O)O)c2)c1, ClCCl, On1nnc2ccccc21. Yields the product COc1ccc(CNC(=O)c2cc(-c3cc(C)cc(Cl)c3)cnc2N2CCOCC2)cc1OC. RXN SMILES: [CH2:36]([Cl:37])[CH2:38][Cl:39].[CH3:24][O:25][c:26]1[cH:27][c:28]([CH2:29][NH2:30])[cH:31][cH:32][c:33]1[O:34][CH3:35].[CH3:50][N:51]1[CH2:52][CH2:53][O:54][CH2:55][CH2:56]1.[Cl:1][c:2]1[cH:3][c:4](-[c:9]2[cH:10][n:11][c:12]([N:18]3[CH2:19][CH2:20][O:21][CH2:22][CH2:23]3)[c:13]([C:14](=[O:15])[OH:16])[cH:17]2)[cH:5][c:6]([CH3:8])[cH:7]1.[Cl:57][CH2:58][Cl:59].[OH:40][n:41]1[c:42]2[c:43]([cH:44][cH:45][cH:46][cH:47]2)[n:48][n:49]1>>[Cl:1][c:2]1[cH:3][c:4](-[c:9]2[cH:10][n:11][c:12]([N:18]3[CH2:19][CH2:20][O:21][CH2:22][CH2:23]3)[c:13]([C:14](=[O:16])[NH:30][CH2:29][c:28]3[cH:27][c:26]([O:25][CH3:24])[c:33]([O:34][CH3:35])[cH:32][cH:31]3)[cH:17]2)[cH:5][c:6]([CH3:8])[cH:7]1. Starting materials: C(C)(C)(C)OC(CN1C(=NC2=C1C=CC(=C2)N(C(CC(C)C)=O)CC2=CC=CC=C2)CCC)=O ({5-[Benzyl-(3-methyl-butyryl)-amino]-2-propyl-benzoimidazol-1-yl}-acetic acid tert-butyl ester), C(=O)(C(F)(F)F)O (TFA). Yields the product C(C1=CC=CC=C1)N(C1=CC2=C(N(C(=N2)CCC)CC(=O)O)C=C1)C(CC(C)C)=O ({5-[Benzyl-(3-methyl-butyryl)-amino]-2-propyl-benzoimidazol-1-yl}-acetic acid). RXN SMILES: C([O:5][C:6](=[O:34])[CH2:7][N:8]1[C:12]2[CH:13]=[CH:14][C:15]([N:17]([CH2:24][C:25]3[CH:30]=[CH:29][CH:28]=[CH:27][CH:26]=3)[C:18](=[O:23])[CH2:19][CH:20]([CH3:22])[CH3:21])=[CH:16][C:11]=2[N:10]=[C:9]1[CH2:31][CH2:32][CH3:33])(C)(C)C.C(O)(C(F)(F)F)=O>>[CH2:24]([N:17]([C:18](=[O:23])[CH2:19][CH:20]([CH3:22])[CH3:21])[C:15]1[CH:14]=[CH:13][C:12]2[N:8]([CH2:7][C:6]([OH:34])=[O:5])[C:9]([CH2:31][CH2:32][CH3:33])=[N:10][C:11]=2[CH:16]=1)[C:25]1[CH:26]=[CH:27][CH:28]=[CH:29][CH:30]=1. Procedure: {5-[Benzyl-(3-methyl-butyryl)-amino]-2-propyl-benzoimidazol-1-yl}-acetic acid tert-butyl ester (0.12 mmol) was treated with TFA (2 mL) for 2 hours, concentrated, and purified by preparative LCMS to give the title compound. 1H NMR (d6-DMSO) δ7.48 (d, 1H), 7.21 (m, 6H), 6.92 (m, 1H), 5.08 (s, 2H), 4.89 (s, 2H), 2.72 (t, 2H), 2.00 (m, 3H), 1.71 (m, 2H), 0.99 (t, 3H), 0.79 (m, 6H). MS calculated for C24H29N3O3+H: 408, observed: 408. Starting materials: c1ccc(COc2nn(CCN3CCCCC3)cc2-c2ccsc2)cc1, CCO, Cl. Product: Cl, Oc1nn(CCN2CCCCC2)cc1-c1ccsc1. RXN SMILES: [CH2:2]([c:3]1[cH:4][cH:5][cH:6][cH:7][cH:8]1)[O:9][c:10]1[n:11][n:12]([CH2:20][CH2:21][N:22]2[CH2:23][CH2:24][CH2:25][CH2:26][CH2:27]2)[cH:13][c:14]1-[c:15]1[cH:16][s:17][cH:18][cH:19]1.[CH3:28][CH2:29][OH:30].[ClH:1]>>[ClH:1].[OH:9][c:10]1[n:11][n:12]([CH2:20][CH2:21][N:22]2[CH2:23][CH2:24][CH2:25][CH2:26][CH2:27]2)[cH:13][c:14]1-[c:15]1[cH:16][s:17][cH:18][cH:19]1. As a reaction SMILES: [Cl:1][C:2]1[CH:10]=[CH:9][C:8]2[N:7]([CH2:11][C:12]([C:15]3[CH:20]=[CH:19][C:18]([F:21])=[CH:17][CH:16]=3)(O)[CH3:13])[C:6]3[CH2:22][CH2:23][N:24]([CH3:26])[CH2:25][C:5]=3[C:4]=2[CH:3]=1.CCN(S(F)(F)[F:33])CC>C(Cl)Cl>[Cl:1][C:2]1[CH:10]=[CH:9][C:8]2[N:7]([CH2:11][C:12]([F:33])([C:15]3[CH:20]=[CH:19][C:18]([F:21])=[CH:17][CH:16]=3)[CH3:13])[C:6]3[CH2:22][CH2:23][N:24]([CH3:26])[CH2:25][C:5]=3[C:4]=2[CH:3]=1. Reactants: ice, ClC1=CC=2C3=C(N(C2C=C1)CC(C)(O)C1=CC=C(C=C1)F)CCN(C3)C (1-(8-chloro-1,2,3,4-tetrahydro-2-methylpyrido[4,3-b]indol-5-yl)-2-(4-fluorophenyl)propan-2-ol), CCN(CC)S(F)(F)F (DAST). Run in C(Cl)Cl (DCM), C(Cl)Cl (DCM). Yields the product ClC1=CC=2C3=C(N(C2C=C1)CC(C)(C1=CC=C(C=C1)F)F)CCN(C3)C (8-chloro-5-(2-fluoro-2-(4-fluorophenyl)propyl)-2,3,4,5-tetrahydro-2-methyl-1H-pyrido[4,3-b]indole). Conditions: temperature 0 celsius, time 1 hour. Procedure: To an ice-cooled stirred solution of 1-(8-chloro-1,2,3,4-tetrahydro-2-methylpyrido[4,3-b]indol-5-yl)-2-(4-fluorophenyl)propan-2-ol (500 mg, 1.3 mmol) in DCM (50 mL) was dropwise added DAST (443 mg, 2.6 mmol) and the reaction mixture was stirred at 0° C. for 1 h. The reaction mixture was diluted with DCM (50 mL), washed with saturated sodium bicarbonate solution (3×30 mL), dried over anhydrous sodium sulfate and concentrated. The residue was purified with reverse phase HPLC to yield 8-chloro-5-(2... Conditions: time 30 minute. As a reaction SMILES: [F:1][C:2]([F:30])([F:29])[C:3]1[CH:28]=[CH:27][CH:26]=[CH:25][C:4]=1[C:5]([N:7]1[CH2:12][CH2:11][N:10]([C:13]2[N:18]=[N:17][C:16]([N:19]3[CH2:23][CH2:22][NH:21][C:20]3=[O:24])=[CH:15][CH:14]=2)[CH2:9][CH2:8]1)=[O:6].[H-].[Na+].I[CH2:34][CH2:35][CH:36]([CH3:38])[CH3:37].O>CN(C=O)C>[CH3:37][CH:36]([CH3:38])[CH2:35][CH2:34][N:21]1[CH2:22][CH2:23][N:19]([C:16]2[N:17]=[N:18][C:13]([N:10]3[CH2:9][CH2:8][N:7]([C:5](=[O:6])[C:4]4[CH:25]=[CH:26][CH:27]=[CH:28][C:3]=4[C:2]([F:1])([F:29])[F:30])[CH2:12][CH2:11]3)=[CH:14][CH:15]=2)[C:20]1=[O:24] |f:1.2|. Procedure details: A mixture of 1-{6-[4-(2-trifluoromethylbenzoyl)piperazin-1-yl]pyridazin-3-yl}imidazolidin-2-one (0.080 g, 0.180 mmol), sodium hydride in 60% mineral oil (0.0035 g, 0.150 mmol) in DMF (10 mL) was stirred at room temperature for 30 minutes. 1-Iodo-3-methylbutane (0.0376 g, 0.190 mmol) was added and the mixture was stirred at 60° C. for 24 hours, followed by the dilution with 50 mL of water, and then extracted with ethyl acetate (100 mL). The organic layer was dried over anhydrous Na2SO4, filtered,... The yield is 32.0%. The reactants are ICCC(C)C (1-Iodo-3-methylbutane), FC(C1=C(C(=O)N2CCN(CC2)C2=CC=C(N=N2)N2C(NCC2)=O)C=CC=C1)(F)F (1-{6-[4-(2-trifluoromethylbenzoyl)piperazin-1-yl]pyridazin-3-yl}imidazolidin-2-one), [H-].[Na+] (sodium hydride), oil, O (water). Product: CC(CCN1C(N(CC1)C=1N=NC(=CC1)N1CCN(CC1)C(C1=C(C=CC=C1)C(F)(F)F)=O)=O)C (1-(3-methylbutyl)-3-{6-[4-(2-trifluoromethylbenzoyl)-piperazin-1-yl]pyridazin-3-yl}imidazolidin-2-one). Run in CN(C)C=O (DMF).